This data is from the Open Reaction Database (ORD), a public repository of structured organic reaction records. The task is: describe an organic reaction: reactants, conditions, products, and yield The reactants are ClCCCCC1(C(NC2=CC(=CC=C12)F)=O)CC (3-(4-chlorobutyl)-3-ethyl-6-fluoro-1,3-dihydro-2H-indol-2-one), O1CCOC2=C1C=CC=C2N2CCNCC2 (4-(2,3-dihydro-benzo[1,4]dioxin-5-yl)-piperazine). Yields the product O1CCOC2=C1C=CC=C2N2CCN(CC2)CCCCC2(C(NC1=CC(=CC=C21)F)=O)CC (3-{4-[4-(2,3-Dihydrobenzo[1,4]dioxin-5-yl)-piperazin-1-yl]-butyl}-3-ethyl-6-fluoro-1,3-dihydro-2H-indol-2-one). As a reaction SMILES: Cl[CH2:2][CH2:3][CH2:4][CH2:5][C:6]1([CH2:17][CH3:18])[C:14]2[C:9](=[CH:10][C:11]([F:15])=[CH:12][CH:13]=2)[NH:8][C:7]1=[O:16].[O:19]1[C:24]2[CH:25]=[CH:26][CH:27]=[C:28]([N:29]3[CH2:34][CH2:33][NH:32][CH2:31][CH2:30]3)[C:23]=2[O:22][CH2:21][CH2:20]1>>[O:19]1[C:24]2[CH:25]=[CH:26][CH:27]=[C:28]([N:29]3[CH2:34][CH2:33][N:32]([CH2:2][CH2:3][CH2:4][CH2:5][C:6]4([CH2:17][CH3:18])[C:14]5[C:9](=[CH:10][C:11]([F:15])=[CH:12][CH:13]=5)[NH:8][C:7]4=[O:16])[CH2:31][CH2:30]3)[C:23]=2[O:22][CH2:21][CH2:20]1. Reported procedure: The title compound is prepared according to process H by applying processing method 1 starting from 3-(4-chlorobutyl)-3-ethyl-6-fluoro-1,3-dihydro-2H-indol-2-one and 4-(2,3-dihydro-benzo[1,4]dioxin-5-yl)-piperazine. Reactants: O=C(Nc1ccc(Cl)cc1)c1cccn(C2CCc3c2cccc3N2CCN(C(=O)CBr)CC2)c1=O, CCOC(C)=O, [H-], [Na+], CN(C)C=O, CC(C)(C)OC(=O)NCCOCCOCCO. Reaction SMILES: [Br:20][CH2:21][C:22](=[O:23])[N:24]1[CH2:25][CH2:26][N:27]([c:30]2[c:31]3[c:35]([cH:36][cH:37][cH:38]2)[CH:34]([n:39]2[c:40](=[O:55])[c:41]([C:45](=[O:46])[NH:47][c:48]4[cH:49][cH:50][c:51]([Cl:54])[cH:52][cH:53]4)[cH:42][cH:43][cH:44]2)[CH2:33][CH2:32]3)[CH2:28][CH2:29]1.[CH3:61][CH2:62][O:63][C:64](=[O:65])[CH3:66].[H-:2].[Na+:1].[O:56]=[CH:57][N:58]([CH3:59])[CH3:60].[OH:3][CH2:4][CH2:5][O:6][CH2:7][CH2:8][O:9][CH2:10][CH2:11][NH:12][C:13]([O:14][C:15]([CH3:16])([CH3:17])[CH3:18])=[O:19]>>[O:3]([CH2:4][CH2:5][O:6][CH2:7][CH2:8][O:9][CH2:10][CH2:11][NH:12][C:13]([O:14][C:15]([CH3:16])([CH3:17])[CH3:18])=[O:19])[CH2:21][C:22](=[O:23])[N:24]1[CH2:25][CH2:26][N:27]([c:30]2[c:31]3[c:35]([cH:36][cH:37][cH:38]2)[CH:34]([n:39]2[c:40](=[O:55])[c:41]([C:45](=[O:46])[NH:47][c:48]4[cH:49][cH:50][c:51]([Cl:54])[cH:52][cH:53]4)[cH:42][cH:43][cH:44]2)[CH2:33][CH2:32]3)[CH2:28][CH2:29]1. Yields the product CC(C)(C)OC(=O)NCCOCCOCCOCC(=O)N1CCN(c2cccc3c2CCC3n2cccc(C(=O)Nc3ccc(Cl)cc3)c2=O)CC1.